describe an organic reaction: reactants, conditions, products, and yield From a dataset of the Open Reaction Database (ORD), a public repository of structured organic reaction records. Run in C(C)(=O)O.O (acetic acid water). Yields the product ClC1=C(OC2(CC2)C(=O)OCC)C=C(C(=C1)F)N (ethyl 1-(2-chloro-4-fluoro-5-aminophenoxy)cyclopropanecarboxylate). Procedure: The obtained ethyl 1-(2-chloro-4-fluoro-5-nitro-phenoxy)cyclopropanecarboxylate (1 equivalent) is added dropwise to a mixture of acetic acid/ water (1/1) containing iron powders (3 equivalents) at 6° C. After completion of addition, the mixture is allowed to cool to room temperature and extracted with ethyl acetate. After concentrating the organic layer, the residue is subjected to chromatography to give ethyl 1-(2-chloro-4-fluoro-5-aminophenoxy)cyclopropanecarboxylate. Reactants: ClC1=C(OC2(CC2)C(=O)OCC)C=C(C(=C1)F)[N+](=O)[O-] (ethyl 1-(2-chloro-4-fluoro-5-nitro-phenoxy)cyclopropanecarboxylate). Reagents/catalysts: [Fe] (iron). RXN SMILES: [Cl:1][C:2]1[CH:16]=[C:15]([F:17])[C:14]([N+:18]([O-])=O)=[CH:13][C:3]=1[O:4][C:5]1([C:8]([O:10][CH2:11][CH3:12])=[O:9])[CH2:7][CH2:6]1>[Fe].C(O)(=O)C.O>[Cl:1][C:2]1[CH:16]=[C:15]([F:17])[C:14]([NH2:18])=[CH:13][C:3]=1[O:4][C:5]1([C:8]([O:10][CH2:11][CH3:12])=[O:9])[CH2:7][CH2:6]1 |f:2.3|. Starting materials: N(=O)[O-].[Na+] (sodium nitrite), cuprous cyanide, NC=1C(=CC(=C(C(=O)OC)C1)OC)OC (methyl 5-amino-2,4-dimethoxybenzoate), S(O)(O)(=O)=O (sulfuric acid), [C-]#N.[Na+] (sodium cyanide). Solvent: O (water), O (water), O (water), O (water), O (water). Reaction conditions: temperature 80 celsius, time 1 hour. The product is C(#N)C=1C(=CC(=C(C(=O)OC)C1)OC)OC (methyl 5-cyano-2,4-dimethoxybenzoate). RXN SMILES: N[C:2]1[C:3]([O:14][CH3:15])=[CH:4][C:5]([O:12][CH3:13])=[C:6]([CH:11]=1)[C:7]([O:9][CH3:10])=[O:8].S(=O)(=O)(O)O.N([O-])=O.[Na+].[C-:25]#[N:26].[Na+]>O>[C:25]([C:2]1[C:3]([O:14][CH3:15])=[CH:4][C:5]([O:12][CH3:13])=[C:6]([CH:11]=1)[C:7]([O:9][CH3:10])=[O:8])#[N:26] |f:2.3,4.5|. Procedure: A 1.00 g portion of methyl 5-amino-2,4-dimethoxybenzoate was dissolved in 5 ml of water, 0.50 ml of concentrated sulfuric acid was added and then 356 mg of sodium nitrite dissolved in 2 ml of water was added dropwise under ice-cooling, followed by a short period of stirring. Separately, 1.00 g of cuprous cyanide was dissolved in 4 ml of water and, with ice-cooling, 2.00 g of sodium cyanide dissolved in 4 ml of water was added dropwise thereto, followed by 1 hour of stirring. This was mixed with ...